This data is from the Open Reaction Database (ORD), a public repository of structured organic reaction records. The task is: describe an organic reaction: reactants, conditions, products, and yield Starting materials: ClC=1C(=NC(=C(N1)C)C1=CC=CC=C1)C#N (3-chloro-5-methyl-6-phenyl-pyrazine-2-carbonitrile), FC1=CC=C(C=C1)C1CCNCC1 (4-(4-fluoro-phenyl)-piperidine), C(C)N(C(C)C)C(C)C (N-ethyldiisopropylamine). Run in CN(C=O)C (N,N-dimethylformamide). The product is FC1=CC=C(C=C1)C1CCN(CC1)C=1C(=NC(=C(N1)C)C1=CC=CC=C1)C#N (3-[4-(4-fluoro-phenyl)-piperidin-1-yl]-5-methyl-6-phenyl-pyrazine-2-carbonitrile). RXN SMILES: Cl[C:2]1[C:3]([C:15]#[N:16])=[N:4][C:5]([C:9]2[CH:14]=[CH:13][CH:12]=[CH:11][CH:10]=2)=[C:6]([CH3:8])[N:7]=1.[F:17][C:18]1[CH:23]=[CH:22][C:21]([CH:24]2[CH2:29][CH2:28][NH:27][CH2:26][CH2:25]2)=[CH:20][CH:19]=1.C(N(C(C)C)C(C)C)C>CN(C)C=O>[F:17][C:18]1[CH:23]=[CH:22][C:21]([CH:24]2[CH2:25][CH2:26][N:27]([C:2]3[C:3]([C:15]#[N:16])=[N:4][C:5]([C:9]4[CH:14]=[CH:13][CH:12]=[CH:11][CH:10]=4)=[C:6]([CH3:8])[N:7]=3)[CH2:28][CH2:29]2)=[CH:20][CH:19]=1. Procedure: In analogy to the procedure described in example 75c, the 3-chloro-5-methyl-6-phenyl-pyrazine-2-carbonitrile was treated with 4-(4-fluoro-phenyl)-piperidine and N-ethyldiisopropylamine in N,N-dimethylformamide at room temperature to yield the 3-[4-(4-fluoro-phenyl)-piperidin-1-yl]-5-methyl-6-phenyl-pyrazine-2-carbonitrile as yellow oil; MS: 373 (M+H)+. Starting materials: ClC1=CC=C(C(=O)CCCCC(=O)Cl)C=C1 (5-(4-Chlorobenzoyl)pentanoyl chloride), [CH-]1C=CC=C1.[CH-]1C=CC=C1.[Fe+2] (ferrocene), O (water), [Cl-].[Al+3].[Cl-].[Cl-] (aluminium chloride). Run in C(Cl)Cl (methylene chloride). Run at time 1.5 hour. Yields the product ClC1=CC=C(C(=O)CCCCC(=O)[C-]2C=CC=C2)C=C1.[CH-]1C=CC=C1.[Fe+2] (5-(4-chlorobenzoyl)pentanoyl ferrocene). RXN SMILES: [Cl:1][C:2]1[CH:16]=[CH:15][C:5]([C:6]([CH2:8][CH2:9][CH2:10][CH2:11][C:12](Cl)=[O:13])=[O:7])=[CH:4][CH:3]=1.[CH-:17]1[CH:21]=[CH:20][CH:19]=[CH:18]1.[CH-:22]1[CH:26]=[CH:25][CH:24]=[CH:23]1.[Fe+2:27].[Cl-].[Al+3].[Cl-].[Cl-].O>C(Cl)Cl>[Cl:1][C:2]1[CH:16]=[CH:15][C:5]([C:6]([CH2:8][CH2:9][CH2:10][CH2:11][C:12]([C-:17]2[CH:21]=[CH:20][CH:19]=[CH:18]2)=[O:13])=[O:7])=[CH:4][CH:3]=1.[CH-:22]1[CH:26]=[CH:25][CH:24]=[CH:23]1.[Fe+2:27] |f:1.2.3,4.5.6.7,10.11.12|. Procedure details: 5-(4-Chlorobenzoyl)pentanoyl chloride (5.2g; 0.02 mole) in methylene chloride (100 ml) and ferrocene (3.75g; 0.02 mole) were stirred at 0.5° and aluminium chloride (2.7g; 0.02 mole) was added slowly over 0.5 hr. The mixture was stirred at 0.5° for 1.5 hr then water was added. The organic layer was separated. The aqueous layer was extracted with methylene chloride and the combined organic fractions were washed with water, dried (magnesium sulphate) and evaporated to yield a brown solid. This was ... Reactants: CCCC1(CC(=O)O)C(=O)Oc2ccccc21, O=S(Cl)Cl, c1ccccc1. Yields the product CCCC1(CC(=O)Cl)C(=O)Oc2ccccc21. Reaction SMILES: [O:5]=[C:6]1[O:7][c:8]2[c:9]([cH:18][cH:19][cH:20][cH:21]2)[C:10]1([CH2:11][CH2:12][CH3:13])[CH2:14][C:15](=[O:16])[OH:17].[S:1]([Cl:2])([Cl:3])=[O:4].[cH:22]1[cH:23][cH:24][cH:25][cH:26][cH:27]1>>[Cl:3][C:15]([CH2:14][C:10]1([CH2:11][CH2:12][CH3:13])[C:6](=[O:5])[O:7][c:8]2[c:9]1[cH:18][cH:19][cH:20][cH:21]2)=[O:16]. Reactants: CC(C(C)(C)C)=O (Pinacolone), Cl.NNC(=O)N (semicarbazide hydrochloride), C(C)(=O)[O-].[Na+] (sodium acetate). Run in O (water). Reaction conditions: time 17 hour. Yields the product CC(C(C)(C)C)=NNC(=O)N (Pinacolone Semicarbazone). The yield is 70.6%. RXN SMILES: [CH3:1][C:2](=O)[C:3]([CH3:6])([CH3:5])[CH3:4].Cl.[NH2:9][NH:10][C:11]([NH2:13])=[O:12].C([O-])(=O)C.[Na+]>O>[CH3:1][C:2](=[N:9][NH:10][C:11]([NH2:13])=[O:12])[C:3]([CH3:6])([CH3:5])[CH3:4] |f:1.2,3.4|. Procedure details: Pinacolone (10 g, 99.8 mmol) was added to a solution of semicarbazide hydrochloride (11.13 g, 99.8 mmol) and sodium acetate (16.4 g, 199 mmol) in water (60 mL). The mixture was stirred for 17 h at ambient temperature. The white precipitate was filtered and washed with water and diethyl ether. The solid was dried under vacuo at 50° C. to yield the desired product (11.09 g, 70.5 mmol, 71%). Reactants: Cc1ccc(Sc2ccc(C)cc2CC(=O)O)cc1, CO, O, O=S(=O)(O)O. Product: COC(=O)Cc1cc(C)ccc1Sc1ccc(C)cc1. As a reaction SMILES: [CH3:1][c:2]1[cH:3][cH:4][c:5]([S:12][c:13]2[cH:14][cH:15][c:16]([CH3:19])[cH:17][cH:18]2)[c:6]([CH2:8][C:9](=[O:10])[OH:11])[cH:7]1.[CH3:20][OH:21].[OH2:27].[S:22](=[O:23])(=[O:24])([OH:25])[OH:26]>>[CH3:1][c:2]1[cH:3][cH:4][c:5]([S:12][c:13]2[cH:14][cH:15][c:16]([CH3:19])[cH:17][cH:18]2)[c:6]([CH2:8][C:9]([O:10][CH3:20])=[O:11])[cH:7]1.